describe an organic reaction: reactants, conditions, products, and yield From a dataset of the Open Reaction Database (ORD), a public repository of structured organic reaction records. Starting materials: Cc1cccc(C#Cc2cn(-c3cc[nH]c(=O)c3)c(C)n2)c1, OCCI. The product is Cc1cccc(C#Cc2cn(-c3ccn(CCO)c(=O)c3)c(C)n2)c1. Reaction SMILES: [CH3:1][c:2]1[n:3](-[c:16]2[cH:17][c:18](=[O:22])[nH:19][cH:20][cH:21]2)[cH:4][c:5]([C:7]#[C:8][c:9]2[cH:10][c:11]([CH3:15])[cH:12][cH:13][cH:14]2)[n:6]1.[I:23][CH2:24][CH2:25][OH:26]>>[CH3:1][c:2]1[n:3](-[c:16]2[cH:17][c:18](=[O:22])[n:19]([CH2:24][CH2:25][OH:26])[cH:20][cH:21]2)[cH:4][c:5]([C:7]#[C:8][c:9]2[cH:10][c:11]([CH3:15])[cH:12][cH:13][cH:14]2)[n:6]1. The reactants are ClC1=NC=C(C=C1)C(C(F)(F)F)O (2-chloro-5-(2,2,2-trifluoro-1-hydroxyethyl)pyridine), Cl[O-].[Na+] (sodium hypochlorite). The reagents and catalysts are S(=O)(=O)(O)[O-].C(CCC)[N+](CCCC)(CCCC)CCCC (tetrabutylammonium hydrogen sulfate). The solvent is C(C)(=O)OCC (ethyl acetate). Product: ClC1=NC=C(C=C1)C(C(F)(F)F)=O (2-Chloro-5-trifluoroacetylpyridine). As a reaction SMILES: [Cl:1][C:2]1[CH:7]=[CH:6][C:5]([CH:8]([OH:13])[C:9]([F:12])([F:11])[F:10])=[CH:4][N:3]=1.Cl[O-].[Na+]>S([O-])(O)(=O)=O.C([N+](CCCC)(CCCC)CCCC)CCC.C(OCC)(=O)C>[Cl:1][C:2]1[CH:7]=[CH:6][C:5]([C:8](=[O:13])[C:9]([F:11])([F:12])[F:10])=[CH:4][N:3]=1 |f:1.2,3.4|. Reported procedure: 21.13 g (0.1 mol) of 2-chloro-5-(2,2,2-trifluoro-1-hydroxyethyl)pyridine and 1.8 g (0.005 mol) of tetrabutylammonium hydrogen sulfate are dissolved in 200 ml of ethyl acetate at room temperature. 61 ml (0.12 mol) of an approximately 12% strength sodium hypochlorite solution are metered in within 15 minutes with vigorous stirring and the mixture is stirred for a further 2 hours during which the reaction temperature rises to 40° C. The phases are separated, the aqueous phase is extracted several t...